From a dataset of the Open Reaction Database (ORD), a public repository of structured organic reaction records. describe an organic reaction: reactants, conditions, products, and yield Reactants: CCOC(=O)C (EtOAc), NC1=CC=C(C(=O)OCC)C=C1 (Ethyl p-aminobenzoate), CCCCCC (Hexane), ClN1C(CCC1=O)=O (N-chlorosuccinimide). The solvent is C(C)#N (acetonitrile). Product: NC1=C(C=C(C(=O)OCC)C=C1)Cl (Ethyl 4-amino-3-chlorobenzoate). RXN SMILES: [NH2:1][C:2]1[CH:12]=[CH:11][C:5]([C:6]([O:8][CH2:9][CH3:10])=[O:7])=[CH:4][CH:3]=1.[Cl:13]N1C(=O)CCC1=O.CCCCCC.CCOC(C)=O>C(#N)C>[NH2:1][C:2]1[CH:3]=[CH:4][C:5]([C:6]([O:8][CH2:9][CH3:10])=[O:7])=[CH:11][C:12]=1[Cl:13]. Procedure: Ethyl p-aminobenzoate, 49.50 g (0.30 moles) was dissolved in 500 ml of acetonitrile (CH3CH) and heated to ref lux. When the mixture became homogeneous, 42.0 g (0.315 moles) of N-chlorosuccinimide was added in several portions over one hour and the mixture was stirred at reflux overnight. By TLC (Hexane: EtOAc, 3:1), the mixture contained no starting material but only the desired product (Rf=0.55) and a minor impurity, which was probably dichlorinated material (Rf=0.65). The mixture was concentra... Reactants: C(C1CO1)OCCCCO (4-hydroxybutyl glycidyl ether), C(C=C)(=O)OC (methyl acrylate). Reaction conditions: temperature 40 celsius, time 24 hour. The product is C=CC(=O)OCCCCOCC1CO1 (4-hydroxybutyl acrylate glycidyl ether). RXN SMILES: [CH2:1]([O:5][CH2:6][CH2:7][CH2:8][CH2:9][OH:10])[CH:2]1[O:4][CH2:3]1.[C:11](OC)(=[O:14])[CH:12]=[CH2:13]>>[CH2:13]=[CH:12][C:11]([O:10][CH2:9][CH2:8][CH2:7][CH2:6][O:5][CH2:1][CH:2]1[O:4][CH2:3]1)=[O:14]. Reported procedure: In each case 20 mMol of 4-hydroxybutyl glycidyl ether (2.92 g) were stirred with 80 mMol of methyl acrylate (6.89 g), 100 mg of Novozym® 435 and 4.0 g of 5 Å molecular sieve were stirred at 20 or 40° C. for 2, 4, 6, 8 or 24 h. Thereafter, the enzyme was filtered off and the excess of methyl acrylate was removed on a rotary evaporator. A colorless acrylate was obtained with 93% (at 20° C.) or 94% (at 40° C.) yield. Reactants: ClC1=NC=C(C=C1Cl)C(F)(F)F (2,3-Dichloro-5-(trifluoromethyl)pyridine), N1CC(C1)NC(OC(C)(C)C)=O (tert-butyl azetidin-3-ylcarbamate), C(=O)([O-])[O-].[K+].[K+] (K2CO3). The solvent is CN(C)C=O (DMF). Reaction conditions: temperature 150 celsius. Product: ClC=1C(=NC=C(C1)C(F)(F)F)N1CC(C1)NC(OC(C)(C)C)=O (tert-Butyl {1-[3-chloro-5-(trifluoromethyl)pyridin-2-yl]azetidin-3-yl}carbamate). The yield is 34.8%. As a reaction SMILES: Cl[C:2]1[C:7]([Cl:8])=[CH:6][C:5]([C:9]([F:12])([F:11])[F:10])=[CH:4][N:3]=1.[NH:13]1[CH2:16][CH:15]([NH:17][C:18](=[O:24])[O:19][C:20]([CH3:23])([CH3:22])[CH3:21])[CH2:14]1.C([O-])([O-])=O.[K+].[K+]>CN(C=O)C>[Cl:8][C:7]1[C:2]([N:13]2[CH2:16][CH:15]([NH:17][C:18](=[O:24])[O:19][C:20]([CH3:22])([CH3:21])[CH3:23])[CH2:14]2)=[N:3][CH:4]=[C:5]([C:9]([F:12])([F:11])[F:10])[CH:6]=1 |f:2.3.4|. Procedure: 2,3-Dichloro-5-(trifluoromethyl)pyridine (1.50 g, 6.94 mmol), tert-butyl azetidin-3-ylcarbamate (1.67 g, 9.72 mmol) and K2CO3 (2.88 g, 20.83 mmol) were dissolved in dry DMF (13 mL) under nitrogen atmosphere. The reaction mixture was heated in a microwave reactor at 150° C. for 15 mins. The reaction mixture was filtered and diluted with EtOAc, washed with water, dried over MgSO4, filtered and evaporated. The crude product was purified by column chromatography (ISOLUTE SI (20 g), eluated with DCM,... Starting materials: ice water, C(C)(=O)NC=1SC(=C(N1)CCl)Cl (2-acetamido-5-chloro-4-chloromethylthiazole), C(C1=CC=CC=C1)(C1=CC=CC=C1)N1CCNCC1 (1-benzhydrylpiperazine), C([O-])([O-])=O.[K+].[K+] (potassium carbonate). The solvent is CN(C=O)C (N,N-dimethylformamide). Reaction conditions: temperature 70 celsius, time 20 minute. The product is C(C)(=O)NC=1SC(=C(N1)CN1CCN(CC1)C(C1=CC=CC=C1)C1=CC=CC=C1)Cl (2-acetamido-5-chloro-4-(4-benzhydrylpiperazin-1-ylmethyl)thiazole). Yield: 40.3%. As a reaction SMILES: [C:1]([NH:4][C:5]1[S:6][C:7]([Cl:12])=[C:8]([CH2:10]Cl)[N:9]=1)(=[O:3])[CH3:2].[CH:13]([N:26]1[CH2:31][CH2:30][NH:29][CH2:28][CH2:27]1)([C:20]1[CH:25]=[CH:24][CH:23]=[CH:22][CH:21]=1)[C:14]1[CH:19]=[CH:18][CH:17]=[CH:16][CH:15]=1.C(=O)([O-])[O-].[K+].[K+]>CN(C)C=O>[C:1]([NH:4][C:5]1[S:6][C:7]([Cl:12])=[C:8]([CH2:10][N:29]2[CH2:30][CH2:31][N:26]([CH:13]([C:14]3[CH:19]=[CH:18][CH:17]=[CH:16][CH:15]=3)[C:20]3[CH:25]=[CH:24][CH:23]=[CH:22][CH:21]=3)[CH2:27][CH2:28]2)[N:9]=1)(=[O:3])[CH3:2] |f:2.3.4|. Reported procedure: A mixture of 2-acetamido-5-chloro-4-chloromethylthiazole (450 mg), 1-benzhydrylpiperazine (504 mg) and potassium carbonate (276 mg) in N,N-dimethylformamide (3 ml) was stirred at 70° C. for 20 minutes. After the reaction mixture was poured into ice-water, the precipitated crystals were collected by filtration, washed with water and then dried, followed by recrystallization from a mixture of ethyl acetate and n-hexane to obtain crystals (355 mg) of 2-acetamido-5-chloro-4-(4-benzhydrylpiperazin-1-... The reactants are CCO, CCOCC, ClC(Cl)Cl, Cl, Cl, CCOC(=N)CCCc1ccccc1, N#CCCCc1ccccc1. Product: Cl, N=C(N)CCCc1ccccc1. Reaction SMILES: [CH3:12][CH2:13][OH:14].[CH3:35][CH2:36][O:37][CH2:38][CH3:39].[CH:31]([Cl:32])([Cl:33])[Cl:34].[ClH:15].[ClH:16].[c:17]1([CH2:18][CH2:19][CH2:20][C:21]([O:22][CH2:23][CH3:24])=[NH:30])[cH:25][cH:26][cH:27][cH:28][cH:29]1.[c:1]1([CH2:7][CH2:8][CH2:9][C:10]#[N:11])[cH:2][cH:3][cH:4][cH:5][cH:6]1>>[ClH:15].[c:1]1([CH2:7][CH2:8][CH2:9][C:10](=[NH:11])[NH2:30])[cH:2][cH:3][cH:4][cH:5][cH:6]1. Starting materials: C(C)(=O)[O-].C(C)(=O)[O-].C(C)(=O)[O-].C(C)(=O)[O-].[Pb+4] (lead tetraacetate), C([O-])([O-])=O.[Ca+2] (calcium carbonate), II (iodine), C(C)(=O)O[C@@H]1[C@@H]2[C@]3(CCC4(CC3=CC[C@H]2[C@@H]2CC[C@H](C(C)O)[C@]2(C1)C)OCCO4)C (11β-acetoxy-3,3-ethylenedioxypregn-5-en-20-ol), II (iodine), CC(=O)C.OS(=O)(=O)O.O=[Cr](=O)=O (Jones reagent). Run in C1CCCCC1 (cyclohexane), CC(=O)C (acetone). Product: C(C)(=O)O[C@@H]1[C@@H]2[C@]3(CCC4(CC3=CC[C@H]2[C@@H]2CC[C@H](C(C)=O)[C@]2(C1)CO)OCCO4)C (11β-acetoxy-3,3-ethylenedioxy-18-hydroxypregn-5-en-20-one). As a reaction SMILES: [C:1]([O-:4])(=[O:3])[CH3:2].[C:5]([O-:8])(=[O:7])[CH3:6].[C:9]([O-:12])(=O)[CH3:10].[C:13]([O-])(=O)[CH3:14].[Pb+4].C(=O)([O-])[O-].[Ca+2].C(O[C@H:27]1[CH2:46][C@@]2(C)[C@@H:38]([CH2:39][CH2:40][C@@H:41]2[CH:42]([OH:44])[CH3:43])[C@H:37]2[C@H:28]1[C@:29]1([CH3:52])[C:34](=[CH:35][CH2:36]2)[CH2:33]C2(OCCO2)C[CH2:30]1)(=O)C.II.CC(C)=O.OS(O)(=O)=O.O=[Cr](=O)=O>C1CCCCC1.CC(C)=O>[C:1]([O:4][C@H:27]1[CH2:46][C@@:10]2([CH2:9][OH:12])[C@@H:38]([CH2:39][CH2:40][C@@H:41]2[C:42](=[O:44])[CH3:43])[C@H:37]2[C@H:28]1[C@:29]1([CH3:52])[C:34](=[CH:35][CH2:36]2)[CH2:33][C:5]2([O:8][CH2:14][CH2:13][O:7]2)[CH2:6][CH2:30]1)(=[O:3])[CH3:2] |f:0.1.2.3.4,5.6,9.10.11|. Procedure details: A mixture of 21.7 g of lead tetraacetate and 9.8 g of calcium carbonate in 1000 ml of cyclohexane is heated at reflux under argon for 1 hour and then cooled. To the resulting suspension is added 8.2 g of 11β-acetoxy-3,3-ethylenedioxypregn-5-en-20-ol and 2.5 g of iodine and the resulting purple suspension is heated to reflux and irradiated with a 275 W sunlamp until the color of the iodine has faded (1-1.5 hours). The mixture is then cooled and filtered through Celite and the filtrate is washed w...